Dataset: the Open Reaction Database (ORD), a public repository of structured organic reaction records. Task: describe an organic reaction: reactants, conditions, products, and yield Reactants: N (ammonia), ice water, Cl (Hydrochloric acid), acid chloride, NC1=CC=CC2=C1NN=N2 (7-aminobenzotriazole), CO (Methanol). Solvent: O1CCCC1 (tetrahydrofuran), N1=CC=CC=C1 (pyridine). Conditions: time 4 hour. Product: N1N=NC2=C1C=CC=C2 (Benzotriazole). RXN SMILES: N[C:2]1[C:7]2[NH:8][N:9]=[N:10][C:6]=2[CH:5]=[CH:4][CH:3]=1.N.Cl.CO>O1CCCC1.N1C=CC=CC=1>[NH:8]1[C:7]2[CH:2]=[CH:3][CH:4]=[CH:5][C:6]=2[N:10]=[N:9]1. Procedure details: A solution of the above acid chloride (ca. 0.02M) in tetrahydrofuran (10 ml) was added over 8 minutes to a stirred solution of 7-aminobenzotriazole (2.5 g, 0.019M) in pyridine (20 ml). The mixture was stirred at room temperature for 4 hours, then 0.88M ammonia (0.5 ml) was added and stirring was continued for another 20 minutes. The mixture was poured into ice/water (200 ml) to give an oil which soon solidified. 10M Hydrochloric acid (25 ml) was added and the acidified mixture was stirred for 5 ...